From a dataset of the Open Reaction Database (ORD), a public repository of structured organic reaction records. describe an organic reaction: reactants, conditions, products, and yield Run at time 19 hour. RXN SMILES: Cl.[CH3:2][O:3][C:4](=[O:10])[C@@H:5]1[CH2:9][CH2:8][CH2:7][NH:6]1.[Cl:11][C:12]1[CH:13]=[C:14]([S:19](Cl)(=[O:21])=[O:20])[CH:15]=[C:16]([Cl:18])[CH:17]=1>N1C=CC=CC=1.O>[CH3:2][O:3][C:4](=[O:10])[C@@H:5]1[CH2:9][CH2:8][CH2:7][N:6]1[S:19]([C:14]1[CH:13]=[C:12]([Cl:11])[CH:17]=[C:16]([Cl:18])[CH:15]=1)(=[O:21])=[O:20] |f:0.1|. Procedure: L-Proline methyl ester hydrochloride (2.68 g, 16.2 mmol) was dissolved in pyridine (20 mL), 3,5-dichlorophenylsulfonyl chloride (3.57 g, 14.6 mmol) was added and the mixture was stirred for 19 hr. Water (5 mL) was added and the mixture was stirred for 45 min before diluting with water (200 mL). The mixture was extracted with Et2O (2×150 mL) and the combined extracts were washed with water (3×100 mL), 1N HCl (150 mL) and saturated aq NaHCO3 (150 mL), then dried (MgSO4), filtered and evaporated in... Yield: 87.9%. Run in N1=CC=CC=C1 (pyridine), O (water), O (Water). The reactants are Cl.COC([C@H]1NCCC1)=O (L-Proline methyl ester hydrochloride), ClC=1C=C(C=C(C1)Cl)S(=O)(=O)Cl (3,5-dichlorophenylsulfonyl chloride). The product is COC([C@H]1N(CCC1)S(=O)(=O)C1=CC(=CC(=C1)Cl)Cl)=O (3,5-dichlorophenyl-sulfonyl-L-proline methyl ester).